Dataset: the Open Reaction Database (ORD), a public repository of structured organic reaction records. Task: describe an organic reaction: reactants, conditions, products, and yield The reactants are CSCCCO (3-methylthiopropanol), N1=CC=CC=C1 (pyridine), C(Cl)(Cl)Cl (CHCl3), S(=O)(=O)(C1=CC=C(C)C=C1)Cl (tosyl chloride). The solvent is C(Cl)Cl (CH2Cl2). Run at time 15 hour. Product: S(=O)(=O)(C1=CC=C(C)C=C1)OCCCSC (3-methylthio-1-propanol tosylate). Reaction SMILES: [CH3:1][S:2][CH2:3][CH2:4][CH2:5][OH:6].N1C=CC=CC=1.C(Cl)(Cl)Cl.[S:17](Cl)([C:20]1[CH:26]=[CH:25][C:23]([CH3:24])=[CH:22][CH:21]=1)(=[O:19])=[O:18]>C(Cl)Cl>[S:17]([O:6][CH2:5][CH2:4][CH2:3][S:2][CH3:1])([C:20]1[CH:26]=[CH:25][C:23]([CH3:24])=[CH:22][CH:21]=1)(=[O:19])=[O:18]. Procedure: To a mixture of 3-methylthio-1-propanol (17) (5.0 g, 47.1 mmol), pyridine (7.43 g, 94.0 mmol) and CHCl3 (47 mL) cooled in an ice bath, tosyl chloride (13.47 g, 70.6 mmol) was added in portions with stirring. The mixture was allowed to warm to room temperature after 1 hour and stirring was continued for an additional 15 hours. The mixture was diluted with CH2Cl2 (200 mL), washed with water (2×100 mL), and the organic phase as dried (Na2SO4). The solvent was evaporated and the resulting yellow oil... The reactants are C=CCOC(=O)C1(NC(=O)c2cnc3n2C(C)(Cc2ccc(-n4cncn4)cc2)C(=O)N3c2cc(Cl)cc(Cl)c2)CC1, C1COCCN1, C1CCOC1, CCOC(C)=O, c1ccc(P(c2ccccc2)(c2ccccc2)[Pd](P(c2ccccc2)(c2ccccc2)c2ccccc2)(P(c2ccccc2)(c2ccccc2)c2ccccc2)P(c2ccccc2)(c2ccccc2)c2ccccc2)cc1. Product: CC1(Cc2ccc(-n3cncn3)cc2)C(=O)N(c2cc(Cl)cc(Cl)c2)c2ncc(C(=O)NC3(C(=O)O)CC3)n21. RXN SMILES: [CH2:1]([CH:2]=[CH2:3])[O:4][C:5](=[O:6])[C:7]1([NH:10][C:11](=[O:12])[c:13]2[cH:14][n:15][c:16]3[n:17]2[C:18]([CH2:30][c:31]2[cH:32][cH:33][c:34](-[n:37]4[n:38][cH:39][n:40][cH:41]4)[cH:35][cH:36]2)([CH3:42])[C:19](=[O:29])[N:20]3[c:21]2[cH:22][c:23]([Cl:28])[cH:24][c:25]([Cl:27])[cH:26]2)[CH2:8][CH2:9]1.[CH2:43]1[NH:44][CH2:45][CH2:46][O:47][CH2:48]1.[CH2:49]1[O:50][CH2:51][CH2:52][CH2:53]1.[CH3:54][CH2:55][O:56][C:57]([CH3:58])=[O:59].[cH:60]1[cH:61][cH:62][c:63]([P:64]([Pd:65]([P:66]([c:67]2[cH:68][cH:69][cH:70][cH:71][cH:72]2)([c:73]2[cH:74][cH:75][cH:76][cH:77][cH:78]2)[c:79]2[cH:80][cH:81][cH:82][cH:83][cH:84]2)([P:85]([c:86]2[cH:87][cH:88][cH:89][cH:90][cH:91]2)([c:92]2[cH:93][cH:94][cH:95][cH:96][cH:97]2)[c:98]2[cH:99][cH:100][cH:101][cH:102][cH:103]2)[P:104]([c:105]2[cH:106][cH:107][cH:108][cH:109][cH:110]2)([c:111]2[cH:112][cH:113][cH:114][cH:115][cH:116]2)[c:117]2[cH:118][cH:119][cH:120][cH:121][cH:122]2)([c:123]2[cH:124][cH:125][cH:126][cH:127][cH:128]2)[c:129]2[cH:130][cH:131][cH:132][cH:133][cH:134]2)[cH:135][cH:136]1>>[O:4]=[C:5]([OH:6])[C:7]1([NH:10][C:11](=[O:12])[c:13]2[cH:14][n:15][c:16]3[n:17]2[C:18]([CH2:30][c:31]2[cH:32][cH:33][c:34](-[n:37]4[n:38][cH:39][n:40][cH:41]4)[cH:35][cH:36]2)([CH3:42])[C:19](=[O:29])[N:20]3[c:21]2[cH:22][c:23]([Cl:28])[cH:24][c:25]([Cl:27])[cH:26]2)[CH2:8][CH2:9]1. Starting materials: FC1=C(C=C2C=NNC2=C1)N (6-fluoro-1H-indazol-5-amine), FC1=C(C=CC(=C1)F)C1C(=C(NC(C1)=O)C)C(=O)O (4-(2,4-Difluorophenyl)-2-methyl-6-oxo-1,4,5,6-tetrahydro-3-pyridinecarboxylic acid), CN(C)C=O (DMF), C(C(=O)Cl)(=O)Cl (oxalyl chloride). Solvent: N1=CC=CC=C1 (pyridine), C(Cl)Cl (CH2Cl2), CCOC(=O)C (EtOAc). Conditions: time 30 minute. Product: FC1=C(C=CC(=C1)F)C1C(=C(NC(C1)=O)C)C(=O)NC=1C=C2C=NNC2=CC1F (4-(2,4-Difluorophenyl)-N-(6-fluoro-1H-indazol-5-yl)-2-methyl-6-oxo-1,4,5,6-tetrahydro-3-pyridinecarboxamide). Yield: 64.9%. RXN SMILES: [F:1][C:2]1[CH:7]=[C:6]([F:8])[CH:5]=[CH:4][C:3]=1[CH:9]1[CH2:14][C:13](=[O:15])[NH:12][C:11]([CH3:16])=[C:10]1[C:17]([OH:19])=O.CN(C=O)C.C(Cl)(=O)C(Cl)=O.[F:31][C:32]1[CH:40]=[C:39]2[C:35]([CH:36]=[N:37][NH:38]2)=[CH:34][C:33]=1[NH2:41]>C(Cl)Cl.N1C=CC=CC=1.CCOC(C)=O>[F:1][C:2]1[CH:7]=[C:6]([F:8])[CH:5]=[CH:4][C:3]=1[CH:9]1[CH2:14][C:13](=[O:15])[NH:12][C:11]([CH3:16])=[C:10]1[C:17]([NH:41][C:33]1[CH:34]=[C:35]2[C:39](=[CH:40][C:32]=1[F:31])[NH:38][N:37]=[CH:36]2)=[O:19]. Procedure: The product from Step 2 (80 mg, 0.30 mmol) was suspended in CH2Cl2 (3 mL) under Argon. DMF (20 μL) was added, followed by oxalyl chloride (27 μL, 0.30 mmol). This mixture was stirred at room temperature for 30 min, and the resultant yellow solution was added to a solution of 6-fluoro-1H-indazol-5-amine (50 mg, 0.33 mmol) in pyridine (3 mL) at −15° C. under Ar. After the reaction was stirred at −15° C. for 15 min, the reaction mixture was allowed to warm to room temperature over 1 h. The mixture ... The reactants are C1(=CC=CC=C1)N1N=CC2=C1C=1SC(=NC1C2)NC(C)=O (N-(4-phenyl-4,7-dihydro-3-thia-1,4,5-triaza-cyclopenta[A]pentalen-2-yl)-acetamide), compound 22, Cl (hydrochloric acid). Run in O (water). Product: C1(=CC=CC=C1)N1N=CC2=C1C=1SC(=NC1C2)N (4-PHENYL-4,7-DIHYDRO-3-THIA-1,4,5-TRIAZA-CYCLOPENTA[A]PENTALEN-2-YL-AMINE). As a reaction SMILES: [C:1]1([N:7]2[C:11]3[C:12]4[S:13][C:14]([NH:18]C(=O)C)=[N:15][C:16]=4[CH2:17][C:10]=3[CH:9]=[N:8]2)[CH:6]=[CH:5][CH:4]=[CH:3][CH:2]=1.Cl>O>[C:1]1([N:7]2[C:11]3[C:12]4[S:13][C:14]([NH2:18])=[N:15][C:16]=4[CH2:17][C:10]=3[CH:9]=[N:8]2)[CH:2]=[CH:3][CH:4]=[CH:5][CH:6]=1. Reported procedure: 2.9 g (8.71 mmol) N-(4-phenyl-4,7-dihydro-3-thia-1,4,5-triaza-cyclopenta[A]pentalen-2-yl)-acetamide (prepared analogously to Example 58 from intermediate compound 22) are suspended in 20 ml of water and 20 ml 32% hydrochloric acid and refluxed for 2 hours with stirring. After cooling to ambient temperature the mixture is extracted with diethyl ether and the aqueous phase is made basic. The precipitate formed is stirred for 0.25 hours at 5° C., suction filtered and dried. The crude product is sus... The reactants are [K+], O=[N+]([O-])[O-], Oc1nc2ccc(C(F)(F)F)cc2nc1O, O=S(=O)(O)O. The product is O=[N+]([O-])c1cc2nc(O)c(O)nc2cc1C(F)(F)F. As a reaction SMILES: [K+:21].[N+:17](=[O:18])([O-:19])[O-:20].[OH:1][c:2]1[n:3][c:4]2[cH:5][cH:6][c:7]([C:13]([F:14])([F:15])[F:16])[cH:8][c:9]2[n:10][c:11]1[OH:12].[S:22](=[O:23])(=[O:24])([OH:25])[OH:26]>>[OH:1][c:2]1[n:3][c:4]2[cH:5][c:6]([N+:17](=[O:18])[O-:19])[c:7]([C:13]([F:14])([F:15])[F:16])[cH:8][c:9]2[n:10][c:11]1[OH:12]. Reactants: CC=1C=C(C(=O)O)C=C(C1)C (3,5-Dimethylbenzoic acid), S(=O)(Cl)Cl (thionyl chloride). Run in CN(C=O)C (dimethylformamide). Conditions: time 2 hour. Product: CC=1C=C(C(=O)Cl)C=C(C1)C (3,5-dimethylbenzoyl chloride). As a reaction SMILES: [CH3:1][C:2]1[CH:3]=[C:4]([CH:8]=[C:9]([CH3:11])[CH:10]=1)[C:5](O)=[O:6].S(Cl)([Cl:14])=O>CN(C)C=O>[CH3:1][C:2]1[CH:3]=[C:4]([CH:8]=[C:9]([CH3:11])[CH:10]=1)[C:5]([Cl:14])=[O:6]. Procedure details: 3,5-Dimethylbenzoic acid (25 g, 0.17 mol) and dimethylformamide (0.1 mL) were added to thionyl chloride (50 mL) at 0° C. The mixture was refluxed under beating for 2 h. The excess thionyl chloride was evaporated under reduced pressure and to the residue was added toluene (50 mL). Toluene was evaporated under reduced pressure to give oily 3,5-dimethylbenzoyl chloride. A solution of propyleneimine (14 mL, 0.18 mol) in tetrahydrofuran (160 mL) was added to 1N aqueous sodium hydroxide solution (180 ... The reactants are resultant mixture, [N+](=O)([O-])[O-].[Na+] (sodium nitrate), NC1=C(C(=O)O)C=CC(=C1)Cl (2-amino-4-chlorobenzoic acid), Br (hydrobromic acid). Reagents/catalysts: [Cu](Br)Br (copper bromide). The solvent is O (water), O (water), O (water). Reaction conditions: time 8 hour. Yields the product BrC1=C(C(=O)O)C=CC(=C1)Cl (2-Bromo-4-chlorobenzoic acid). The yield is 59.0%. As a reaction SMILES: [N+]([O-])([O-])=O.[Na+].N[C:7]1[CH:15]=[C:14]([Cl:16])[CH:13]=[CH:12][C:8]=1[C:9]([OH:11])=[O:10].[BrH:17]>O.[Cu](Br)Br>[Br:17][C:7]1[CH:15]=[C:14]([Cl:16])[CH:13]=[CH:12][C:8]=1[C:9]([OH:11])=[O:10] |f:0.1|. Procedure details: An aqueous solution of sodium nitrate (2.21 g) in water (15 mL) is added dropwise to a stirred, ice-cooled mixture of 2-amino-4-chlorobenzoic acid (5.00 g, 29.1 mmol) and 48% hydrobromic acid (150 mL) in water (150 mL). The resultant mixture is stirred for 2 hr at 0° C. Then it is treated dropwise with an aqueous solution of copper bromide (7.81 g) in water (20 mL). Upon the completion of the addition, the reaction mixture is allowed to warm to ambient temperature where it is stirred overnight. ...